This data is from the Open Reaction Database (ORD), a public repository of structured organic reaction records. The task is: describe an organic reaction: reactants, conditions, products, and yield Starting materials: C1CCOC1, CCC1CC2CC(OCc3ccccc3)=C(OC)C=C2CN1Cc1cc(OC)c(OC)c(OC)c1, CCO, [H][H]. Yields the product CCC1CC2CC(O)=C(OC)C=C2CN1Cc1cc(OC)c(OC)c(OC)c1. As a reaction SMILES: [CH2:41]1[O:42][CH2:43][CH2:44][CH2:45]1.[CH2:6]([CH3:7])[CH:8]1[N:9]([CH2:28][c:29]2[cH:30][c:31]([O:39][CH3:40])[c:32]([O:37][CH3:38])[c:33]([O:35][CH3:36])[cH:34]2)[CH2:10][C:11]2=[CH:12][C:13]([O:26][CH3:27])=[C:14]([O:18][CH2:19][c:20]3[cH:21][cH:22][cH:23][cH:24][cH:25]3)[CH2:15][CH:16]2[CH2:17]1.[CH3:1][CH2:2][OH:3].[H:4][H:5]>>[CH2:6]([CH3:7])[CH:8]1[N:9]([CH2:28][c:29]2[cH:30][c:31]([O:39][CH3:40])[c:32]([O:37][CH3:38])[c:33]([O:35][CH3:36])[cH:34]2)[CH2:10][C:11]2=[CH:12][C:13]([O:26][CH3:27])=[C:14]([OH:18])[CH2:15][CH:16]2[CH2:17]1. The reactants are ice, OC1=C(C=CC(=C1)[N+](=O)[O-])NC(C)=O (N-(2-hydroxy-4-nitrophenyl)acetamide), C([O-])([O-])=O.[K+].[K+] (potassium carbonate), ClCCCCl (1,3-dichloropropane). The solvent is CN(C=O)C (dimethylformamide). Conditions: temperature 50 celsius, time 1 hour. The product is ClCCCOC1=C(C=CC(=C1)[N+](=O)[O-])NC(C)=O (N-[2-(3-chloropropoxy)-4-nitrophenyl]acetamide). As a reaction SMILES: [OH:1][C:2]1[CH:7]=[C:6]([N+:8]([O-:10])=[O:9])[CH:5]=[CH:4][C:3]=1[NH:11][C:12](=[O:14])[CH3:13].C(=O)([O-])[O-].[K+].[K+].[Cl:21][CH2:22][CH2:23][CH2:24]Cl>CN(C)C=O>[Cl:21][CH2:22][CH2:23][CH2:24][O:1][C:2]1[CH:7]=[C:6]([N+:8]([O-:10])=[O:9])[CH:5]=[CH:4][C:3]=1[NH:11][C:12](=[O:14])[CH3:13] |f:1.2.3|. Procedure details: A mixture of 98.1 g (0.5 mol) of N-(2-hydroxy-4-nitrophenyl)acetamide and 69.2 g (0.5 mol) of potassium carbonate in 500 ml of dimethylformamide was heated to 50° C. with stirring, 113.0 g (1 mol) of 1,3-dichloropropane were then added and heating at 50° C. was continued for 1 hour. The reaction mixture was poured into 4 litres of ice-cold water and the crystalline precipitate was filtered off, reimpasted in water and then in isopropyl alcohol and dried under vacuum at 40° C. over phosphorus pen... Reactants: COC(=O)c1ccc(NC(=O)C(CC2CCCC2)c2ccc(-c3ccccc3)cc2)nc1, CO, [Na+], [OH-]. Yields the product O=C(O)c1ccc(NC(=O)C(CC2CCCC2)c2ccc(-c3ccccc3)cc2)nc1. Reaction SMILES: [CH3:1][O:2][C:3]([c:4]1[cH:5][n:6][c:7]([NH:10][C:11]([CH:12]([CH2:13][CH:14]2[CH2:15][CH2:16][CH2:17][CH2:18]2)[c:19]2[cH:20][cH:21][c:22](-[c:25]3[cH:26][cH:27][cH:28][cH:29][cH:30]3)[cH:23][cH:24]2)=[O:31])[cH:8][cH:9]1)=[O:32].[CH3:35][OH:36].[Na+:34].[OH-:33]>>[O:2]=[C:3]([c:4]1[cH:5][n:6][c:7]([NH:10][C:11]([CH:12]([CH2:13][CH:14]2[CH2:15][CH2:16][CH2:17][CH2:18]2)[c:19]2[cH:20][cH:21][c:22](-[c:25]3[cH:26][cH:27][cH:28][cH:29][cH:30]3)[cH:23][cH:24]2)=[O:31])[cH:8][cH:9]1)[OH:32]. The reactants are Cl (hydrochloric acid), ClC1=CC=C2C(=C1NC1=NC=NC3=CC(=CC(=C13)OC1CCOCC1)F)OCO2 (4-(6-Chloro-2,3-methylenedioxyanilino)-7-fluoro-5-tetrahydropyran-4-yloxyquinazoline), [OH-].[K+] (potassium hydroxide), OCCN1CCN(CC1)C (1-(2-hydroxyethyl)-4-methylpiperazine). The solvent is COCCOCCOC (di-(2-methoxyethyl)ether). Conditions: temperature 120 celsius, time 10 minute. Product: ClC1=CC=C2C(=C1NC1=NC=NC3=CC(=CC(=C13)OC1CCOCC1)OCCN1CCN(CC1)C)OCO2 (4-(6-chloro-2,3-methylenedioxyanilino)-7-[2-(4-methylpiperazin-1-yl)ethoxy]-5-tetrahydropyran-4-yloxyquinazoline). RXN SMILES: [Cl:1][C:2]1[C:7]([NH:8][C:9]2[C:18]3[C:13](=[CH:14][C:15](F)=[CH:16][C:17]=3[O:19][CH:20]3[CH2:25][CH2:24][O:23][CH2:22][CH2:21]3)[N:12]=[CH:11][N:10]=2)=[C:6]2[O:27][CH2:28][O:29][C:5]2=[CH:4][CH:3]=1.[OH-].[K+].[OH:32][CH2:33][CH2:34][N:35]1[CH2:40][CH2:39][N:38]([CH3:41])[CH2:37][CH2:36]1.Cl>COCCOCCOC>[Cl:1][C:2]1[C:7]([NH:8][C:9]2[C:18]3[C:13](=[CH:14][C:15]([O:32][CH2:33][CH2:34][N:35]4[CH2:40][CH2:39][N:38]([CH3:41])[CH2:37][CH2:36]4)=[CH:16][C:17]=3[O:19][CH:20]3[CH2:25][CH2:24][O:23][CH2:22][CH2:21]3)[N:12]=[CH:11][N:10]=2)=[C:6]2[O:27][CH2:28][O:29][C:5]2=[CH:4][CH:3]=1 |f:1.2|. Reported procedure: 4-(6-Chloro-2,3-methylenedioxyanilino)-7-fluoro-5-tetrahydropyran-4-yloxyquinazoline (0.5 g) was added to a stirred mixture of potassium hydroxide (0.168 g), 1-(2-hydroxyethyl)-4-methylpiperazine (0.69 g) and di-(2-methoxyethyl)ether (10 ml) that had been warmed to 120° C. and the resultant reaction mixture was heated to 120° C. for 12 hours. The reaction mixture was cooled to ambient temperature, acidified to pH 1 to 3 by the addition of 1M aqueous hydrochloric acid (9 ml) and washed with isopr... Reactants: BrCC(=O)C=1SC=CN1 (2-Bromo-1-(thiazol-2-yl)ethanone), COC1=CC=C(C=N1)C(C(O[C@H]1CN2CCC1CC2)=O)NC=2C=C(C(=O)OCC)C=CC2 (ethyl 3-(1-(6-methoxypyridin-3-yl)-2-oxo-2-((R)-quinuclidin-3-yloxy)ethylamino)benzoate). The yield is 65.5%. Conditions: time 8 hour. RXN SMILES: [Br:1][CH2:2][C:3]([C:5]1[S:6][CH:7]=[CH:8][N:9]=1)=[O:4].[CH3:10][O:11][C:12]1[N:17]=[CH:16][C:15]([CH:18]([NH:30][C:31]2[CH:32]=[C:33]([CH:39]=[CH:40][CH:41]=2)[C:34]([O:36][CH2:37][CH3:38])=[O:35])[C:19](=[O:29])[O:20][C@@H:21]2[CH:26]3[CH2:27][CH2:28][N:23]([CH2:24][CH2:25]3)[CH2:22]2)=[CH:14][CH:13]=1>CCOC(C)=O>[Br-:1].[CH2:37]([O:36][C:34]([C:33]1[CH:32]=[C:31]([NH:30][CH:18]([C:15]2[CH:16]=[N:17][C:12]([O:11][CH3:10])=[CH:13][CH:14]=2)[C:19]([O:20][C@@H:21]2[CH:26]3[CH2:27][CH2:28][N+:23]([CH2:2][C:3](=[O:4])[C:5]4[S:6][CH:7]=[CH:8][N:9]=4)([CH2:24][CH2:25]3)[CH2:22]2)=[O:29])[CH:41]=[CH:40][CH:39]=1)=[O:35])[CH3:38] |f:3.4|. Procedure details: 2-Bromo-1-(thiazol-2-yl)ethanone (23.4 mg, 0.11 mmol) was added to a solution of ethyl 3-(1-(6-methoxypyridin-3-yl)-2-oxo-2-((R)-quinuclidin-3-yloxy)ethylamino)benzoate (C65) (50 mg, 0.11 mmol) in EtOAc (2 ml). The reaction was stirred at room temperature overnight, and then the solvent was evaporated and the residue was triturated with Et2O, filtered and dried to obtain (3R)-3-(2-(3-(ethoxycarbonyl)phenylamino)-2-(6-methoxypyridin-3-yl)acetoxy)-1-(2-oxo-2-(thiazol-2-yl)ethyl)-1-azoniabicyclo[2.... Run in CCOC(=O)C (EtOAc). Yields the product [Br-].C(C)OC(=O)C=1C=C(C=CC1)NC(C(=O)O[C@H]1C[N+]2(CCC1CC2)CC(C=2SC=CN2)=O)C=2C=NC(=CC2)OC ((3R)-3-(2-(3-(ethoxycarbonyl)phenylamino)-2-(6-methoxypyridin-3-yl)acetoxy)-1-(2-oxo-2-(thiazol-2-yl)ethyl)-1-azoniabicyclo[2.2.2]octane bromide). Reactants: FC1=CC=C(C=C1)C=1OC=C(N1)C(CN)(C)C (2-(2-(4-fluorophenyl)oxazol-4-yl)-2-methylpropan-1-amine), FC(C1=NC(=NO1)C=1C=NC=C(C(=O)O)C1)F (5-(5-(difluoromethyl)-1,2,4-oxadiazol-3-yl)nicotinic acid). Product: FC(C1=NC(=NO1)C=1C=NC=C(C(=O)NCC(C)(C)C=2N=C(OC2)C2=CC=C(C=C2)F)C1)F (5-(5-(Difluoromethyl)-1,2,4-oxadiazol-3-yl)-N-(2-(2-(4-fluorophenyl)oxazol-4-yl)-2-methylpropyl)nicotinamide). Isolated yield 24.0%. Reaction SMILES: [F:1][C:2]1[CH:7]=[CH:6][C:5]([C:8]2[O:9][CH:10]=[C:11]([C:13]([CH3:17])([CH3:16])[CH2:14][NH2:15])[N:12]=2)=[CH:4][CH:3]=1.[F:18][CH:19]([F:34])[C:20]1[O:24][N:23]=[C:22]([C:25]2[CH:26]=[N:27][CH:28]=[C:29]([CH:33]=2)[C:30](O)=[O:31])[N:21]=1>>[F:34][CH:19]([F:18])[C:20]1[O:24][N:23]=[C:22]([C:25]2[CH:26]=[N:27][CH:28]=[C:29]([CH:33]=2)[C:30]([NH:15][CH2:14][C:13]([C:11]2[N:12]=[C:8]([C:5]3[CH:4]=[CH:3][C:2]([F:1])=[CH:7][CH:6]=3)[O:9][CH:10]=2)([CH3:17])[CH3:16])=[O:31])[N:21]=1. Procedure details: This compound was synthesized from 2-(2-(4-fluorophenyl)oxazol-4-yl)-2-methylpropan-1-amine and 5-(5-(difluoromethyl)-1,2,4-oxadiazol-3-yl)nicotinic acid as described in example 8 step 6 (45 mg, yield 24%). 1H NMR (400 MHz, DMSO-d6) δ 9.32 (d, J=2.1 Hz, 1H), 9.20 (d, J=2.1 Hz, 1H), 8.82-8.78 (m, 1H), 8.75-8.74 (t, J=2.1 Hz, 1H), 8.04-8.00 (m, 3H), 7.74-7.48 (m, 1H), 7.38-7.33 (t, J=8.9 Hz, 2H), 3.55-3.53 (d, J=6.1 Hz, 2H), 1.31 (s, 6H). MS (ESI) m/z: Calculated for C22H18F3N5O3: 457.14. found: 4... Starting materials: Fc1ncccc1Br, O=C1C=CCCC1, C1CCC(CNCC2CCCCC2)CC1, C1COCCO1. The product is O=C1C=C(c2cccnc2F)CCC1. RXN SMILES: [Br:1][c:2]1[c:3]([F:8])[n:4][cH:5][cH:6][cH:7]1.[C:9]1(=[O:15])[CH:10]=[CH:11][CH2:12][CH2:13][CH2:14]1.[CH:16]1([CH2:17][NH:18][CH2:19][CH:20]2[CH2:21][CH2:22][CH2:23][CH2:24][CH2:25]2)[CH2:26][CH2:27][CH2:28][CH2:29][CH2:30]1.[O:31]1[CH2:32][CH2:33][O:34][CH2:35][CH2:36]1>>[c:2]1([C:11]2=[CH:10][C:9](=[O:15])[CH2:14][CH2:13][CH2:12]2)[c:3]([F:8])[n:4][cH:5][cH:6][cH:7]1. Starting materials: CCOC(=O)c1cc(Oc2ccc(S(C)(=O)=O)cc2)c2cc(C)oc2c1, Cc1ccc(N)nc1. The product is Cc1ccc(NC(=O)c2cc(Oc3ccc(S(C)(=O)=O)cc3)c3cc(C)oc3c2)nc1. As a reaction SMILES: [CH3:9][c:10]1[o:11][c:12]2[c:13]([cH:14]1)[c:15]([O:24][c:25]1[cH:26][cH:27][c:28]([S:31](=[O:32])(=[O:33])[CH3:34])[cH:29][cH:30]1)[cH:16][c:17]([C:19](=[O:20])[O:21][CH2:22][CH3:23])[cH:18]2.[NH2:1][c:2]1[n:3][cH:4][c:5]([CH3:8])[cH:6][cH:7]1>>[NH:1]([c:2]1[n:3][cH:4][c:5]([CH3:8])[cH:6][cH:7]1)[C:19]([c:17]1[cH:16][c:15]([O:24][c:25]2[cH:26][cH:27][c:28]([S:31](=[O:32])(=[O:33])[CH3:34])[cH:29][cH:30]2)[c:13]2[c:12]([o:11][c:10]([CH3:9])[cH:14]2)[cH:18]1)=[O:20]. Reactants: [H][H] (hydrogen), [H][H] (hydrogen), CS(=O)(=O)O (methanesulfonic acid), NC1=C(C=C(C=C1)C1=CC=CC=C1)C(C(F)(F)F)=O (1-(4-aminobiphenyl-3-yl)-2,2,2-trifluoroethanone), C1(CC1)C#C (Cyclopropylacetylene), C(C)[Zn]CC (Diethylzinc), CS(=O)(=O)O (methanesulfonic acid), [Li]CCCC (BuLi), [Li]CCCC (BuLi), formula IV, [Li]CCCC (BuLi). Run in C1CCOC1.C1(=CC=CC=C1)C (THF toluene), C1CCOC1.C1(=CC=CC=C1)C (THF toluene), C1(=CC=CC=C1)C (toluene), C1(=CC=CC=C1)C (toluene), C1(=CC=CC=C1)C (toluene), C1(=CC=CC=C1)C (toluene). Conditions: temperature 20 celsius, time 30 minute. Yields the product CS(=O)(=O)O[C@](C(F)(F)F)(C#CC1CC1)C=1C=C(C=CC1N)C1=CC=CC=C1 ((R)-2-(4-aminobiphenyl-3-yl)-4-cyclopropyl-1,1,1-trifluorobut-3-yn-2-ol methanesulfonate). Yield: 59.0%. Reaction SMILES: C([Zn]CC)C.[CH:6]1([C:9]#[CH:10])[CH2:8][CH2:7]1.[Li]CCCC.[NH2:16][C:17]1[CH:22]=[CH:21][C:20]([C:23]2[CH:28]=[CH:27][CH:26]=[CH:25][CH:24]=2)=[CH:19][C:18]=1[C:29](=[O:34])[C:30]([F:33])([F:32])[F:31].[H][H].[CH3:37][S:38](O)(=[O:40])=[O:39]>C1COCC1.C1(C)C=CC=CC=1.C1(C)C=CC=CC=1>[CH3:37][S:38]([O:34][C@@:29]([C:18]1[CH:19]=[C:20]([C:23]2[CH:24]=[CH:25][CH:26]=[CH:27][CH:28]=2)[CH:21]=[CH:22][C:17]=1[NH2:16])([C:10]#[C:9][CH:6]1[CH2:8][CH2:7]1)[C:30]([F:31])([F:32])[F:33])(=[O:40])=[O:39] |f:6.7|. Procedure details: (1S,2R)-PNE (20.3 g, 18.0 mmol) in THF/toluene (9:1-w/w, 18.2%-w/w) was charged under a nitrogen atmosphere to a dry, jacketed 150 mL-reactor with agitator. Diethylzinc in toluene (29.9%-w/w, 6.48 g, 15.7 mmol) was added by syringe keeping the temperature at 17 to 22° C. and the mixture was aged for 30 min at 17° C. Cyclopropylacetylene in toluene (69.6%-w/w, 6.84 g, 72.0 mmol) was added at 17° C. and the resulting mixture was aged for about 60 min at 20° C. To the reaction mixture BuLi in tolue...